From a dataset of the Open Reaction Database (ORD), a public repository of structured organic reaction records. describe an organic reaction: reactants, conditions, products, and yield Reactants: O=C1SC2=C(N1)C=CC(=C2)NC(C(=O)O)=O (N-(2-oxo-2,3-dihydro-benzothiazol-6-yl)-oxalamic acid), FC1=CC=C(CC2CCNCC2)C=C1 (4-(4-fluoro-benzyl)-piperidine). Solvent: C(C)OCC (diethylether). The product is FC1=CC=C(CC2CCN(CC2)C(C(=O)NC2=CC3=C(NC(S3)=O)C=C2)=O)C=C1 (2-[4-(4-Fluoro-benzyl)-piperidin-1-yl]-2-oxo-N-(2-oxo-2,3-dihydro-benzothiazol-6-yl)-acetamide). Reaction SMILES: [O:1]=[C:2]1[NH:6][C:5]2[CH:7]=[CH:8][C:9]([NH:11][C:12](=[O:16])[C:13]([OH:15])=O)=[CH:10][C:4]=2[S:3]1.[F:17][C:18]1[CH:30]=[CH:29][C:21]([CH2:22][CH:23]2[CH2:28][CH2:27][NH:26][CH2:25][CH2:24]2)=[CH:20][CH:19]=1>C(OCC)C>[F:17][C:18]1[CH:19]=[CH:20][C:21]([CH2:22][CH:23]2[CH2:24][CH2:25][N:26]([C:13](=[O:15])[C:12]([NH:11][C:9]3[CH:8]=[CH:7][C:5]4[NH:6][C:2](=[O:1])[S:3][C:4]=4[CH:10]=3)=[O:16])[CH2:27][CH2:28]2)=[CH:29][CH:30]=1. Procedure details: The title compound is prepared from N-(2-oxo-2,3-dihydro-benzothiazol-6-yl)-oxalamic acid (Example 61b) and 4-(4-fluoro-benzyl)-piperidine according to the method described in Example 1c. Melting Point: 223.5-225.5° C. (diethylether) Starting materials: CCOC(=O)C (EtOAc), ( 2 ), BrC=1C=C2C(=C(NC2=CC1)C#N)CC(=O)OC (methyl 2-(5-bromo-2-cyano-1H-indol-3-yl)acetate), [Li+].[OH-] (LiOH), C1CCOC1 (THF). Run in O (water). Run at time 3 hour. The product is BrC=1C=C2C(=C(NC2=CC1)C(NC(C)(C)C)=O)CC(=O)O (2-(5-bromo-2-(tert-butylcarbamoyl)-1H-indol-3-yl)acetic acid), BrC=1C=C2C(=C(NC2=CC1)C#N)CC(=O)O (2-(5-bromo-2-cyano-1H-indol-3-yl)acetic acid). The yield is 94.7%. As a reaction SMILES: [Br:1][C:2]1[CH:3]=[C:4]2[C:8](=[CH:9][CH:10]=1)[NH:7][C:6]([C:11]#[N:12])=[C:5]2[CH2:13][C:14]([O:16]C)=[O:15].[Li+].[OH-:19].[CH3:20]COC(C)=O.[CH2:26]1[CH2:30]OC[CH2:27]1>O>[Br:1][C:2]1[CH:3]=[C:4]2[C:8](=[CH:9][CH:10]=1)[NH:7][C:6]([C:11](=[O:19])[NH:12][C:26]([CH3:27])([CH3:30])[CH3:20])=[C:5]2[CH2:13][C:14]([OH:16])=[O:15].[Br:1][C:2]1[CH:3]=[C:4]2[C:8](=[CH:9][CH:10]=1)[NH:7][C:6]([C:11]#[N:12])=[C:5]2[CH2:13][C:14]([OH:16])=[O:15] |f:1.2|. Reported procedure: Step J (2): To a solution of methyl 2-(5-bromo-2-cyano-1H-indol-3-yl)acetate (50 mg, 0.17 mmol) in THF (1.0 mL) was added a solution of LiOH (12 mg, 0.5 mmol) in water (0.5 mL). The mixture was stirred at rt for 3 h. 100 mL of EtOAc was added, and the resulting solution was washed with 0.1 N HCl and water. The organic layer was dried over Na2SO4, and the solvents was removed to give 45 mg of the title compound 2-(5-bromo-2-cyano-1H-indol-3-yl)acetic acid (yield 94.7%) which was used without furt... The reactants are N=1C=CN2C1C(=CC=C2)OCCCCN2C(SCC2=O)=O (3-[4-(imidazo-[1,2-a]pyridin-8-yloxy)butyl]thiazolidine-2,4-dione), C(CCC)=O (n-butyraldehyde), N1CCCCC1 (piperidine). Run in C(C)O (ethanol). Yields the product C(CCC)=C1C(N(C(S1)=O)CCCCOC=1C=2N(C=CC1)C=CN2)=O (5-butylidene-3-[4-(imidazo[1,2-a]pyridin-8-yloxy)butyl]thiazolidine-2,4-dione). As a reaction SMILES: [N:1]1[CH:2]=[CH:3][N:4]2[CH:9]=[CH:8][CH:7]=[C:6]([O:10][CH2:11][CH2:12][CH2:13][CH2:14][N:15]3[C:19](=[O:20])[CH2:18][S:17][C:16]3=[O:21])[C:5]=12.[CH:22](=O)[CH2:23][CH2:24][CH3:25].N1CCCCC1>C(O)C>[CH:22](=[C:18]1[S:17][C:16](=[O:21])[N:15]([CH2:14][CH2:13][CH2:12][CH2:11][O:10][C:6]2[C:5]3[N:4]([CH:3]=[CH:2][N:1]=3)[CH:9]=[CH:8][CH:7]=2)[C:19]1=[O:20])[CH2:23][CH2:24][CH3:25]. Reported procedure: To a solution of 1.22 g (4.0 mmol) of 3-[4-(imidazo-[1,2-a]pyridin-8-yloxy)butyl]thiazolidine-2,4-dione and 0.36 ml (4.0 mmol) of n-butyraldehyde in 20 ml of ethanol, 0.04 ml (0.4 mmol) of piperidine was added, followed by refluxing for 2 hours. After the reaction mixture was cooled, the solvent was distilled off. The residue was dissolved in chloroform, washed with saturated aqueous sodium hydrogen carbonate and dried, after which the solvent was distilled off. The residue was purified by colum...